From a dataset of the Open Reaction Database (ORD), a public repository of structured organic reaction records. describe an organic reaction: reactants, conditions, products, and yield Reactants: C(C)C=1C(NC(NC1SC1=CC(=CC(=C1)C)C)=O)=O (5-Ethyl-6-(3,5-dimethylphenyl)thio-2,4-pyrimidinedione), ClC=1C=C(CBr)C=C(C1)Cl (3,5-dichlorobenzyl bromide). Product: ClC=1C=C(CN2C(NC(C(=C2SC2=CC(=CC(=C2)C)C)CC)=O)=O)C=C(C1)Cl (1-(3,5-Dichlorobenzyl)-5-ethyl-6-(3,5-dimethylphenyl)thio-2,4-pyrimidinedione). Yield: 67.1%. Reaction SMILES: [CH2:1]([C:3]1[C:4](=[O:19])[NH:5][C:6](=[O:18])[NH:7][C:8]=1[S:9][C:10]1[CH:15]=[C:14]([CH3:16])[CH:13]=[C:12]([CH3:17])[CH:11]=1)[CH3:2].[Cl:20][C:21]1[CH:22]=[C:23]([CH:26]=[C:27]([Cl:29])[CH:28]=1)[CH2:24]Br>>[Cl:20][C:21]1[CH:22]=[C:23]([CH:26]=[C:27]([Cl:29])[CH:28]=1)[CH2:24][N:7]1[C:8]([S:9][C:10]2[CH:11]=[C:12]([CH3:17])[CH:13]=[C:14]([CH3:16])[CH:15]=2)=[C:3]([CH2:1][CH3:2])[C:4](=[O:19])[NH:5][C:6]1=[O:18]. Procedure: 5-Ethyl-6-(3,5-dimethylphenyl)thio-2,4-pyrimidinedione and 3,5-dichlorobenzyl bromide were reacted by the same way with the example 1 to obtain the titled compound (292 mg, yield: 67.1%). Reported procedure: Aluminum trichloride in an amount of 30.7 g (250 mmol) was suspended in 150 mL of dried carbon disulfide (dried and distilled on calcium hydride) and was brought to an ice-cooling temperature. Then, 25.1 g (212 mmol) of tigloyl chloride was mixed with 16.6 g (212 mmol) of benzene, and to the resultant mixture was added dropwise the above-produced carbon disulfide solution, followed by continuous stirring at room temperature. As the result, a yellow solution was gradually produced. The solution w... Yields the product CC1C(C2=CC=CC=C2C1C)=O (2,3-dimethylindane-1-one). Reaction SMILES: [Cl-].[Cl-].[Cl-].[Al+3].[C:5](Cl)(=[O:10])/[C:6](=[CH:8]/[CH3:9])/[CH3:7].[CH:12]1[CH:17]=[CH:16][CH:15]=[CH:14][CH:13]=1.Cl>C(=S)=S.CCCCCC.O>[CH3:7][CH:6]1[CH:8]([CH3:9])[C:17]2[C:12](=[CH:13][CH:14]=[CH:15][CH:16]=2)[C:5]1=[O:10] |f:0.1.2.3|. The solvent is O (water), CCCCCC (hexane), CCCCCC (hexane), C(=S)=S (carbon disulfide), C(=S)=S (carbon disulfide). Isolated yield 58.6%. The reactants are Cl (hydrochloric acid), [Cl-].[Cl-].[Cl-].[Al+3] (Aluminum trichloride), ice, C(\C(\C)=C\C)(=O)Cl (tigloyl chloride), C1=CC=CC=C1 (benzene), resultant mixture. Reaction conditions: time 8 hour. The reactants are C1CCOC1, CN(C)CC1CCc2cc(O)ccc2C1, COc1ccc(COc2ccc(CO)cc2)cc1, CCOC(=O)N=NC(=O)OCC, c1ccc(P(c2ccccc2)c2ccccc2)cc1. Product: COc1ccc(COc2ccc(COc3ccc4c(c3)CCC(CN(C)C)C4)cc2)cc1. RXN SMILES: [CH2:65]1[O:66][CH2:67][CH2:68][CH2:69]1.[CH3:13][N:14]([CH3:15])[CH2:16][CH:17]1[CH2:18][c:19]2[cH:20][cH:21][c:22]([OH:27])[cH:23][c:24]2[CH2:25][CH2:26]1.[CH3:28][O:29][c:30]1[cH:31][cH:32][c:33]([CH2:34][O:35][c:36]2[cH:37][cH:38][c:39]([CH2:40][OH:41])[cH:42][cH:43]2)[cH:44][cH:45]1.[O:1]=[C:2]([O:3][CH2:4][CH3:5])[N:6]=[N:7][C:8]([O:9][CH2:10][CH3:11])=[O:12].[c:46]1([P:47]([c:48]2[cH:49][cH:50][cH:51][cH:52][cH:53]2)[c:54]2[cH:55][cH:56][cH:57][cH:58][cH:59]2)[cH:60][cH:61][cH:62][cH:63][cH:64]1>>[CH3:13][N:14]([CH3:15])[CH2:16][CH:17]1[CH2:18][c:19]2[cH:20][cH:21][c:22]([O:27][CH2:40][c:39]3[cH:38][cH:37][c:36]([O:35][CH2:34][c:33]4[cH:32][cH:31][c:30]([O:29][CH3:28])[cH:45][cH:44]4)[cH:43][cH:42]3)[cH:23][c:24]2[CH2:25][CH2:26]1. Starting materials: COc1cccc(CN(CC(=O)O)Cc2ccccc2)c1, CS(=O)(=O)O, [Na+], [OH-], O. Yields the product COc1ccc2c(c1)CN(Cc1ccccc1)CC2=O. As a reaction SMILES: [CH2:6]([c:7]1[cH:8][cH:9][cH:10][cH:11][cH:12]1)[N:13]([CH2:14][c:15]1[cH:16][c:17]([O:21][CH3:22])[cH:18][cH:19][cH:20]1)[CH2:23][C:24](=[O:25])[OH:26].[CH3:1][S:2](=[O:3])(=[O:4])[OH:5].[Na+:28].[OH-:27].[OH2:29]>>[CH2:6]([c:7]1[cH:8][cH:9][cH:10][cH:11][cH:12]1)[N:13]1[CH2:14][c:15]2[cH:16][c:17]([O:21][CH3:22])[cH:18][cH:19][c:20]2[C:24](=[O:26])[CH2:23]1. The reactants are C=C(C)C(=O)[O-], CN(C)c1ccncc1, CO[Si](CCCCl)(OC)OC, [K+], c1ccc(Nc2ccc(Nc3ccccc3)cc2)cc1. The product is C=C(C)C(=O)OCCC[Si](OC)(OC)OC. RXN SMILES: [C:1]([C:2](=[CH2:3])[CH3:4])(=[O:5])[O-:6].[CH3:39][N:40]([CH3:41])[c:42]1[cH:43][cH:44][n:45][cH:46][cH:47]1.[Cl:28][CH2:29][CH2:30][CH2:31][Si:32]([O:33][CH3:34])([O:35][CH3:36])[O:37][CH3:38].[K+:7].[c:8]1([NH:9][c:10]2[cH:11][cH:12][c:13]([NH:14][c:15]3[cH:16][cH:17][cH:18][cH:19][cH:20]3)[cH:21][cH:22]2)[cH:23][cH:24][cH:25][cH:26][cH:27]1>>[C:1]([C:2](=[CH2:3])[CH3:4])(=[O:5])[O:6][CH2:29][CH2:30][CH2:31][Si:32]([O:33][CH3:34])([O:35][CH3:36])[O:37][CH3:38]. Solvent: O1CCCC1 (tetrahydrofuran). Procedure details: A procedure similar to that described in Preparation 13 was repeated, except that 5.7 g of 3-benzyloxy-2-hydroxypropylazide (prepared as described in Preparation 47), 2.09 g of lithium aluminum hydride and 250 ml of anhydrous tetrahydrofuran were used, to give 3.5 g of the title compound as white crystals, melting at 72° C. to 74° C. Reaction SMILES: [CH2:1]([O:8][CH2:9][CH:10]([OH:15])[CH2:11][N:12]=[N+]=[N-])[C:2]1[CH:7]=[CH:6][CH:5]=[CH:4][CH:3]=1.[H-].[Al+3].[Li+].[H-].[H-].[H-]>O1CCCC1>[CH2:1]([O:8][CH2:9][CH:10]([OH:15])[CH2:11][NH2:12])[C:2]1[CH:7]=[CH:6][CH:5]=[CH:4][CH:3]=1 |f:1.2.3.4.5.6|. Yield: 70.2%. Product: C(C1=CC=CC=C1)OCC(CN)O (3-Benzyloxy-2-hydroxypropylamine). Starting materials: C(C1=CC=CC=C1)OCC(CN=[N+]=[N-])O (3-benzyloxy-2-hydroxypropylazide), [H-].[Al+3].[Li+].[H-].[H-].[H-] (lithium aluminum hydride). The reactants are CNC(=O)n1ccc2cc(Oc3ccnc(N)n3)ccc21, CN(C)C=O, O=C1CCC(=O)N1I. Yields the product CNC(=O)n1ccc2cc(Oc3nc(N)ncc3I)ccc21. Reaction SMILES: [CH3:1][NH:2][C:3](=[O:4])[n:5]1[cH:6][cH:7][c:8]2[cH:9][c:10]([O:14][c:15]3[n:16][c:17]([NH2:21])[n:18][cH:19][cH:20]3)[cH:11][cH:12][c:13]12.[CH3:30][N:31]([CH3:32])[CH:33]=[O:34].[I:22][N:23]1[C:24](=[O:25])[CH2:26][CH2:27][C:28]1=[O:29]>>[CH3:1][NH:2][C:3](=[O:4])[n:5]1[cH:6][cH:7][c:8]2[cH:9][c:10]([O:14][c:15]3[n:16][c:17]([NH2:21])[n:18][cH:19][c:20]3[I:22])[cH:11][cH:12][c:13]12.